This data is from the Open Reaction Database (ORD), a public repository of structured organic reaction records. The task is: describe an organic reaction: reactants, conditions, products, and yield Reported procedure: The title compound can be prepared from intermediate 27, 3-(benzyloxy)-9,9-dimethyl-4-oxo-4,6,7,9-tetrahydropyrimido-[2,1-c][1,4]oxazine-2-carboxylic acid and intermediate 133, 2-(aminomethyl)-5-fluorophenyl dimethylcarbamate. 1H NMR (CDCl3, 500 MHz) δ ppm: 1.58 (6H, s, gem-Me), 2.92, 3.05 (2s, NMe), 3.96 (2H, m, NCH2), 4.00 (2H, m, OCH2), 4.48 (2H, d, J=5.5 Hz, NCH2), 5.26 (2H, s, OCH2), 6.84 (1H, dd, J=2.5 Hz, 9 Hz, Ar—H), 6.87 (1H, dt, J=2.5 Hz, 8 Hz, Ar—H), 7.25–7.33 (4H, m, Ar—Hs), 7.53 (2H... Reaction SMILES: [CH2:1]([O:8][C:9]1[C:18](=[O:19])[N:17]2[C:12]([C:13]([CH3:21])([CH3:20])[O:14][CH2:15][CH2:16]2)=[N:11][C:10]=1[C:22](O)=[O:23])[C:2]1[CH:7]=[CH:6][CH:5]=[CH:4][CH:3]=1.[CH3:25][N:26]([CH3:39])[C:27](=[O:38])[O:28][C:29]1[CH:34]=[C:33]([F:35])[CH:32]=[CH:31][C:30]=1[CH2:36][NH2:37]>>[CH2:1]([O:8][C:9]1[C:18](=[O:19])[N:17]2[C:12]([C:13]([CH3:20])([CH3:21])[O:14][CH2:15][CH2:16]2)=[N:11][C:10]=1[C:22]([NH:37][CH2:36][C:30]1[CH:31]=[CH:32][C:33]([F:35])=[CH:34][C:29]=1[O:28][C:27](=[O:38])[N:26]([CH3:25])[CH3:39])=[O:23])[C:2]1[CH:3]=[CH:4][CH:5]=[CH:6][CH:7]=1. Yields the product C(C1=CC=CC=C1)OC1=C(N=C2C(OCCN2C1=O)(C)C)C(=O)NCC1=C(C=C(C=C1)F)OC(N(C)C)=O (Dimethyl-carbamic acid 2-{[(3-benzyloxy-9,9-dimethyl-4-oxo-4,6,7,9-tetrahydro-pyrimido[2,1-c][1,4]oxazine-2-carbonyl)-amino]-methyl}-5-fluoro-phenyl ester). Reactants: intermediate 27, C(C1=CC=CC=C1)OC1=C(N=C2C(OCCN2C1=O)(C)C)C(=O)O (3-(benzyloxy)-9,9-dimethyl-4-oxo-4,6,7,9-tetrahydropyrimido-[2,1-c][1,4]oxazine-2-carboxylic acid), intermediate 133, CN(C(OC1=C(C=CC(=C1)F)CN)=O)C (2-(aminomethyl)-5-fluorophenyl dimethylcarbamate). Starting materials: CC1(C(N(C2=CC(=C(C=C12)NC(CCC1=CC=CC=C1)=O)[N+](=O)[O-])CC#CCC)=O)C (N-(3,3-dimethyl-6-nitro-2-oxo-1-pent-2-ynyl-2,3-dihydro-1H-indol-5-yl)-3-phenyl-propionamide), Cl[Sn]Cl.O (SnCl2.H2O). The solvent is C1CCOC1 (THF), Cl (hydrochloric acid). Run at temperature 40 celsius, time 2 hour. Yields the product CC1(C(N(C=2C=C3C(=CC12)NC(=N3)CCC3=CC=CC=C3)CC#CCC)=O)C (7,7-Dimethyl-5-pent-2-ynyl-2-phenethyl-5,7-dihydro-1H-imidazo [4.5-f]indol-6-one). Yield: 42.9%. RXN SMILES: [CH3:1][C:2]1([CH3:31])[C:10]2[C:5](=[CH:6][C:7]([N+:22]([O-])=O)=[C:8]([NH:11][C:12](=O)[CH2:13][CH2:14][C:15]3[CH:20]=[CH:19][CH:18]=[CH:17][CH:16]=3)[CH:9]=2)[N:4]([CH2:25][C:26]#[C:27][CH2:28][CH3:29])[C:3]1=[O:30].Cl[Sn]Cl.O>C1COCC1.Cl>[CH3:1][C:2]1([CH3:31])[C:10]2[CH:9]=[C:8]3[NH:11][C:12]([CH2:13][CH2:14][C:15]4[CH:20]=[CH:19][CH:18]=[CH:17][CH:16]=4)=[N:22][C:7]3=[CH:6][C:5]=2[N:4]([CH2:25][C:26]#[C:27][CH2:28][CH3:29])[C:3]1=[O:30] |f:1.2|. Procedure details: To a solution of N-(3,3-dimethyl-6-nitro-2-oxo-1-pent-2-ynyl-2,3-dihydro-1H-indol-5-yl)-3-phenyl-propionamide (50 mg) in THF (0.5 ml) is added a solution of SnCl2.H2O (107 mg; 476 μmol) in hydrochloric acid (1 M; 2 ml) at RT. The mixture is stirred 2 h at RT and subsequent 2 h at 40° C. The reaction mixture is adjusted to pH 12 and extracted with CH2Cl2 (3×15 ml). The combined organic layer is dried over MgSO4 and concentrated in vacuo. The desired compound (19 mg) is obtained by flash chromatog... Starting materials: CNC (dimethyl amine), C1(C=2C(C(N1CCCOC1=CC=C3CCCC(C3=C1)=O)=O)=CC=CC2)=O (7-(3-phthalimido)propoxy-1-tetralone). Reagents/catalysts: [Ti](Cl)(Cl)(Cl)Cl (titanium tetrachloride). The solvent is C1(=CC=CC=C1)C (toluene), C1(=CC=CC=C1)C (toluene). Reaction conditions: temperature 1 celsius, time 2 hour. The product is CN(C1=CCCC2=CC=C(C=C12)OCCCN1C(C=2C(C1=O)=CC=CC2)=O)C (1-Dimethylamino-7-(3-phthalimido)propoxy-3,4-dihydronaphthalene). As a reaction SMILES: [C:1]1(=[O:26])[N:5]([CH2:6][CH2:7][CH2:8][O:9][C:10]2[CH:19]=[C:18]3[C:13]([CH2:14][CH2:15][CH2:16][C:17]3=O)=[CH:12][CH:11]=2)[C:4](=[O:21])[C:3]2=[CH:22][CH:23]=[CH:24][CH:25]=[C:2]12.[CH3:27][NH:28][CH3:29]>C1(C)C=CC=CC=1.[Ti](Cl)(Cl)(Cl)Cl>[CH3:27][N:28]([CH3:29])[C:17]1[C:18]2[C:13](=[CH:12][CH:11]=[C:10]([O:9][CH2:8][CH2:7][CH2:6][N:5]3[C:4](=[O:21])[C:3]4=[CH:22][CH:23]=[CH:24][CH:25]=[C:2]4[C:1]3=[O:26])[CH:19]=2)[CH2:14][CH2:15][CH:16]=1. Reported procedure: A solution of titanium tetrachloride (5.4 g) in toluene (20 ml) is added over a period of 15 minutes to a stirred solution of 7-(3-phthalimido)propoxy-1-tetralone (19.9 g) suspended in a solution of anhydrous dimethyl amine (22 g) in dry toluene (200 ml) while maintaining a reaction temperature of about 1° C. under a N2 atmosphere. When the addition is complete, the reaction mixture is allowed to warm to RT and stirred at RT for 41/2 hours. The reaction mixture is filtered, the salts washed with... Yields the product Cc1nc(NC(=O)CCl)sc1-c1ccnc(Nc2cccc([N+](=O)[O-])c2)n1. Reactants: CC#N, O=C(Cl)CCl, O=C(O)C(F)(F)F, Cc1nc(N)sc1-c1ccnc(Nc2cccc([N+](=O)[O-])c2)n1, CN(C)C=O, c1ccncc1. RXN SMILES: [CH3:35][C:36]#[N:37].[Cl:24][CH2:25][C:26](=[O:27])[Cl:28].[F:43][C:44]([F:45])([F:46])[C:47]([OH:48])=[O:49].[NH2:1][c:2]1[s:3][c:4](-[c:8]2[n:9][c:10]([NH:14][c:15]3[cH:16][c:17]([N+:21](=[O:22])[O-:23])[cH:18][cH:19][cH:20]3)[n:11][cH:12][cH:13]2)[c:5]([CH3:7])[n:6]1.[O:38]=[CH:39][N:40]([CH3:41])[CH3:42].[cH:29]1[cH:30][cH:31][n:32][cH:33][cH:34]1>>[NH:1]([c:2]1[s:3][c:4](-[c:8]2[n:9][c:10]([NH:14][c:15]3[cH:16][c:17]([N+:21](=[O:22])[O-:23])[cH:18][cH:19][cH:20]3)[n:11][cH:12][cH:13]2)[c:5]([CH3:7])[n:6]1)[C:26]([CH2:25][Cl:24])=[O:27]. Reactants: C(C1=CC=CC=C1)OC1=CC(N(C=C1)CC(=O)C1=CC=C(C=C1)CO)=O (4-Benzyloxy-1-[2-(4-hydroxymethyl-phenyl)-2-oxo-ethyl]-1H-pyridin-2-one), FC=1C=CC(=NC1)COC1=CC(NN=C1)=O (5-(5-Fluoro-pyridin-2-ylmethoxy)-2H-pyridazin-3-one), BrCC(=O)C1=CC=C(C=C1)CO (2-Bromo-1-(4-hydroxymethyl-phenyl)-ethanone). The product is FC=1C=CC(=NC1)COC1=CC(N(N=C1)CC(=O)C1=CC=C(C=C1)CO)=O (5-(5-Fluoro-pyridin-2-ylmethoxy)-2-[2-(4-hydroxymethyl-phenyl)-2-oxo-ethyl]-2H-pyridazin-3-one). Reaction SMILES: C(OC1C=CN([CH2:15][C:16]([C:18]2[CH:23]=[CH:22][C:21]([CH2:24][OH:25])=[CH:20][CH:19]=2)=[O:17])C(=O)C=1)C1C=CC=CC=1.[F:27][C:28]1[CH:29]=[CH:30][C:31]([CH2:34][O:35][C:36]2[CH:41]=[N:40][NH:39][C:38](=[O:42])[CH:37]=2)=[N:32][CH:33]=1.BrCC(C1C=CC(CO)=CC=1)=O>>[F:27][C:28]1[CH:29]=[CH:30][C:31]([CH2:34][O:35][C:36]2[CH:41]=[N:40][N:39]([CH2:15][C:16]([C:18]3[CH:23]=[CH:22][C:21]([CH2:24][OH:25])=[CH:20][CH:19]=3)=[O:17])[C:38](=[O:42])[CH:37]=2)=[N:32][CH:33]=1. Procedure details: 5-(5-Fluoro-pyridin-2-ylmethoxy)-2-[2-(4-hydroxymethyl-phenyl)-2-oxo-ethyl]-2H-pyridazin-3-one is prepared following preparation 15b (with acetonitrile as solvent) from 350 mg (1.58 mmol) 5-(5-fluoro-pyridin-2-ylmethoxy)-2H-pyridazin-3-one (preparation 19b) and 399 mg (1.74 mmol) 2-bromo-1-(4-hydroxymethyl-phenyl)-ethanone (preparation 15a). The reactants are CN1C(=CC(C2=CC(=CC=C12)C(=O)OC)=O)C1=CC=CC=C1 (Methyl 1-methyl-2-phenyl-4-quinolone-6-carboxylate), [OH-].[Na+] (sodium hydroxide), O (water). Solvent: C(C)(=O)O (acetic acid). Reaction conditions: temperature 60 celsius, time 2 hour. The product is CN1C(=CC(C2=CC(=CC=C12)C(=O)O)=O)C1=CC=CC=C1 (1-methyl-2-phenyl-4-quinolone-6-carboxylic acid). Isolated yield 58.3%. As a reaction SMILES: [CH3:1][N:2]1[C:11]2[C:6](=[CH:7][C:8]([C:12]([O:14]C)=[O:13])=[CH:9][CH:10]=2)[C:5](=[O:16])[CH:4]=[C:3]1[C:17]1[CH:22]=[CH:21][CH:20]=[CH:19][CH:18]=1.[OH-].[Na+].O>C(O)(=O)C>[CH3:1][N:2]1[C:11]2[C:6](=[CH:7][C:8]([C:12]([OH:14])=[O:13])=[CH:9][CH:10]=2)[C:5](=[O:16])[CH:4]=[C:3]1[C:17]1[CH:22]=[CH:21][CH:20]=[CH:19][CH:18]=1 |f:1.2|. Procedure details: To 0.9 gram of methyl 1-methyl-2-phenyl-4-quinolone-6-carboxylate obtained in Example 7 are added 0.5 gram of sodium hydroxide and 40 ml of water and the mixture is stirred at 60° C. for two hours. The mixture is acidified with acetic acid, and crystals which separate out therefrom are collected by filtration, and dried to give 0.5 gram of 1-methyl-2-phenyl-4-quinolone-6-carboxylic acid, colorless powder, melting at above 30° C. Starting materials: O=C1CCC(=O)N1Br, ClCCl, Cc1cc(C)cc(CCCO)c1, c1ccc(P(c2ccccc2)c2ccccc2)cc1. The product is Cc1cc(C)cc(CCCBr)c1. Reaction SMILES: [Br:32][N:33]1[C:34](=[O:35])[CH2:36][CH2:37][C:38]1=[O:39].[CH2:40]([Cl:41])[Cl:42].[CH3:1][c:2]1[cH:3][c:4]([CH2:9][CH2:10][CH2:11][OH:12])[cH:5][c:6]([CH3:8])[cH:7]1.[c:13]1([P:14]([c:15]2[cH:16][cH:17][cH:18][cH:19][cH:20]2)[c:21]2[cH:22][cH:23][cH:24][cH:25][cH:26]2)[cH:27][cH:28][cH:29][cH:30][cH:31]1>>[CH3:1][c:2]1[cH:3][c:4]([CH2:9][CH2:10][CH2:11][Br:32])[cH:5][c:6]([CH3:8])[cH:7]1. The reactants are N1(CCOCC1)C(CC#N)=S (3-morpholin-4-yl-3-thioxopropanenitrile), C(C)OC(OCC)OCC (triethylorthoformate), N1CCOCC1 (morpholine). Run at time 10 minute. Product: N1(CCOCC1)C=C(C#N)C(=S)N1CCOCC1 (3-morpholin-4-yl-2-(morpholin-4-ylcarbonothioyl)acrylonitrile). Isolated yield 82.4%. As a reaction SMILES: [N:1]1([C:7](=[S:11])[CH2:8][C:9]#[N:10])[CH2:6][CH2:5][O:4][CH2:3][CH2:2]1.[CH2:12](OC(OCC)OCC)C.[NH:22]1[CH2:27][CH2:26][O:25][CH2:24][CH2:23]1>>[N:22]1([CH:12]=[C:8]([C:7]([N:1]2[CH2:6][CH2:5][O:4][CH2:3][CH2:2]2)=[S:11])[C:9]#[N:10])[CH2:27][CH2:26][O:25][CH2:24][CH2:23]1. Procedure details: To a solution of 3-morpholin-4-yl-3-thioxopropanenitrile (0.1 g, 0.59 mmol) in triethylorthoformate (0.245 mL, 1.48 mmol) was added morpholine (0.064 mL, 0.73 mmol). The reaction mixture was subjected to MWI at 150° C. for 10 min. The reaction mixture was concentrated to small volume until the product precipitated. The precipitate was filtered off, washed with MeOH and isohexane to give 3-morpholin-4-yl-2-(morpholin-4-ylcarbonothioyl)acrylonitrile (0.13 g, 83%). LCMS: (AA) ES+ 268.2. 1H NMR (400...